describe an organic reaction: reactants, conditions, products, and yield From a dataset of the Open Reaction Database (ORD), a public repository of structured organic reaction records. The reactants are II (iodine), FC1=C(C=CC=C1F)C1=CC=C(C=C1)CCCCC (2′,3′-Difluoro-4-pentylbiphenyl), II (iodine). The solvent is O1CCCC1 (tetrahydrofurane), O1CCCC1 (tetrahydrofurane). Conditions: temperature -78 celsius, time 2 hour. Yields the product FC1=C(C=CC(=C1F)I)C1=CC=C(C=C1)CCCCC (2′,3′-difluoro-4′-iodo-4-pentylbiphenyl). As a reaction SMILES: [F:1][C:2]1[C:7]([F:8])=[CH:6][CH:5]=[CH:4][C:3]=1[C:9]1[CH:14]=[CH:13][C:12]([CH2:15][CH2:16][CH2:17][CH2:18][CH3:19])=[CH:11][CH:10]=1.[I:20]I>O1CCCC1>[F:1][C:2]1[C:7]([F:8])=[C:6]([I:20])[CH:5]=[CH:4][C:3]=1[C:9]1[CH:14]=[CH:13][C:12]([CH2:15][CH2:16][CH2:17][CH2:18][CH3:19])=[CH:11][CH:10]=1. Procedure details: 2′,3′-Difluoro-4-pentylbiphenyl (612 g, 0.243 mol), and dry tetrahydrofurane (400 ml) were placed in 1 L flask equipped with mechanical stirrer, nitrogen inlet and outlet, pressure-equilibrated dropping funnel and thermometer. The reaction flask was flushed with nitrogen and minor flow was held during whole reaction time. The mixture was cooled down to −78° C. on the dry ice/acetone bath and then 2.5 mol/dm3 of n-butyllithium solution in hexane (100 ml 025 mol) was added dropwise, keeping the re...